The task is: describe an organic reaction: reactants, conditions, products, and yield. This data is from the Open Reaction Database (ORD), a public repository of structured organic reaction records. Starting materials: BrCc1ccccc1, COC(=O)C1CC(O)C1, [H-], [Na+], CN(C)C=O. The product is COC(=O)C1CC(OCc2ccccc2)C1. RXN SMILES: [Br:12][CH2:13][c:14]1[cH:15][cH:16][cH:17][cH:18][cH:19]1.[CH3:1][O:2][C:3](=[O:4])[CH:5]1[CH2:6][CH:7]([OH:9])[CH2:8]1.[H-:11].[Na+:10].[O:20]=[CH:21][N:22]([CH3:23])[CH3:24]>>[CH3:1][O:2][C:3](=[O:4])[CH:5]1[CH2:6][CH:7]([O:9][CH2:13][c:14]2[cH:15][cH:16][cH:17][cH:18][cH:19]2)[CH2:8]1. The reactants are CCOC(=O)CBr, CCO, [Na], c1c[nH]nn1. The product is CCOC(=O)Cn1ccnn1. RXN SMILES: [Br:7][CH2:8][C:9](=[O:10])[O:11][CH2:12][CH3:13].[CH3:14][CH2:15][OH:16].[Na:1].[nH:2]1[n:3][n:4][cH:5][cH:6]1>>[n:2]1([CH2:8][C:9](=[O:10])[O:11][CH2:12][CH3:13])[n:3][n:4][cH:5][cH:6]1. Reactants: O=Cc1ccc(F)c(Br)c1, CCCC[Sn](CCCC)(CCCC)c1ccco1, CC(C)(C)OC(=O)OC(=O)OC(C)(C)C, CCOC(C)=O, CN(C)C=O, c1ccc(P(c2ccccc2)(c2ccccc2)[Pd](P(c2ccccc2)(c2ccccc2)c2ccccc2)(P(c2ccccc2)(c2ccccc2)c2ccccc2)P(c2ccccc2)(c2ccccc2)c2ccccc2)cc1. Product: O=Cc1ccc(F)c(-c2ccco2)c1. RXN SMILES: [Br:1][c:2]1[cH:3][c:4]([CH:5]=[O:6])[cH:7][cH:8][c:9]1[F:10].[CH2:11]([Sn:12]([CH2:13][CH2:14][CH2:15][CH3:16])([CH2:17][CH2:18][CH2:19][CH3:20])[c:24]1[o:25][cH:26][cH:27][cH:28]1)[CH2:21][CH2:22][CH3:23].[CH3:29][C:30]([O:31][C:32]([O:33][C:34]([O:35][C:36]([CH3:37])([CH3:38])[CH3:39])=[O:40])=[O:41])([CH3:42])[CH3:43].[CH3:49][CH2:50][O:51][C:52](=[O:53])[CH3:54].[O:44]=[CH:45][N:46]([CH3:47])[CH3:48].[cH:55]1[cH:56][cH:57][c:58]([P:59]([Pd:60]([P:61]([c:62]2[cH:63][cH:64][cH:65][cH:66][cH:67]2)([c:68]2[cH:69][cH:70][cH:71][cH:72][cH:73]2)[c:74]2[cH:75][cH:76][cH:77][cH:78][cH:79]2)([P:80]([c:81]2[cH:82][cH:83][cH:84][cH:85][cH:86]2)([c:87]2[cH:88][cH:89][cH:90][cH:91][cH:92]2)[c:93]2[cH:94][cH:95][cH:96][cH:97][cH:98]2)[P:99]([c:100]2[cH:101][cH:102][cH:103][cH:104][cH:105]2)([c:106]2[cH:107][cH:108][cH:109][cH:110][cH:111]2)[c:112]2[cH:113][cH:114][cH:115][cH:116][cH:117]2)([c:118]2[cH:119][cH:120][cH:121][cH:122][cH:123]2)[c:124]2[cH:125][cH:126][cH:127][cH:128][cH:129]2)[cH:130][cH:131]1>>[c:2]1(-[c:24]2[o:25][cH:26][cH:27][cH:28]2)[cH:3][c:4]([CH:5]=[O:6])[cH:7][cH:8][c:9]1[F:10]. Starting materials: NC(=O)CBr, O=C([O-])[O-], CCCC[N+](CCCC)(CCCC)CCCC, CN(C)C=O, O=c1c(C2=NS(=O)(=O)c3cc(O)ccc3N2)c(O)c2ccccc2n1NC1CCC1, [Cs+], [Cs+], [I-]. The product is NC(=O)COc1ccc2c(c1)S(=O)(=O)N=C(c1c(O)c3ccccc3n(NC3CCC3)c1=O)N2. Reaction SMILES: [Br:37][CH2:38][C:39](=[O:40])[NH2:41].[C:31](=[O:32])([O-:33])[O-:34].[CH2:48]([N+:49]([CH2:50][CH2:51][CH2:52][CH3:53])([CH2:54][CH2:55][CH2:56][CH3:57])[CH2:58][CH2:59][CH2:60][CH3:61])[CH2:62][CH2:63][CH3:64].[CH3:42][N:43]([CH3:44])[CH:45]=[O:46].[CH:1]1([NH:5][n:6]2[c:7](=[O:30])[c:8]([C:17]3=[N:18][S:19](=[O:28])(=[O:29])[c:20]4[c:21]([cH:23][cH:24][c:25]([OH:27])[cH:26]4)[NH:22]3)[c:9]([OH:16])[c:10]3[cH:11][cH:12][cH:13][cH:14][c:15]23)[CH2:2][CH2:3][CH2:4]1.[Cs+:35].[Cs+:36].[I-:47]>>[CH:1]1([NH:5][n:6]2[c:7](=[O:30])[c:8]([C:17]3=[N:18][S:19](=[O:28])(=[O:29])[c:20]4[c:21]([cH:23][cH:24][c:25]([O:27][CH2:38][C:39](=[O:40])[NH2:41])[cH:26]4)[NH:22]3)[c:9]([OH:16])[c:10]3[cH:11][cH:12][cH:13][cH:14][c:15]23)[CH2:2][CH2:3][CH2:4]1. Starting materials: C([O-])([O-])=O.[Na+].[Na+] (sodium carbonate), CC1=C(C=C(C=C1)C)C=1C(N(C2(C1O)CCN(CC2)OC)C)=O (3-(2,5-dimethyl-phenyl)-4-hydroxy-8-methoxy-1-methyl-1,8-diaza-spiro[4.5]dec-3-en-2-one), C(O)([O-])=O.[Na+] (sodium hydrogen carbonate), S(=O)(=O)(Cl)Cl (sulfuryl chloride). Run in C(Cl)(Cl)Cl (chloroform), C(Cl)(Cl)Cl (chloroform). Conditions: temperature 0 celsius, time 8 hour. Yields the product ClC1(C(N(C2(C1=O)CCN(CC2)OC)C)=O)C2=C(C=CC(=C2)C)C (3-Chloro-3-(2,5-dimethyl-phenyl)-8-methoxy-1-methyl-1,8-diaza-spiro[4.5]decane-2,4-dione). RXN SMILES: [CH3:1][C:2]1[CH:7]=[CH:6][C:5]([CH3:8])=[CH:4][C:3]=1[C:9]1[C:10](=[O:23])[N:11]([CH3:22])[C:12]2([CH2:19][CH2:18][N:17]([O:20][CH3:21])[CH2:16][CH2:15]2)[C:13]=1[OH:14].C(=O)([O-])O.[Na+].S(Cl)([Cl:32])(=O)=O.C(=O)([O-])[O-].[Na+].[Na+]>C(Cl)(Cl)Cl>[Cl:32][C:9]1([C:3]2[CH:4]=[C:5]([CH3:8])[CH:6]=[CH:7][C:2]=2[CH3:1])[C:13](=[O:14])[C:12]2([CH2:19][CH2:18][N:17]([O:20][CH3:21])[CH2:16][CH2:15]2)[N:11]([CH3:22])[C:10]1=[O:23] |f:1.2,4.5.6|. Procedure details: To a solution of 3-(2,5-dimethyl-phenyl)-4-hydroxy-8-methoxy-1-methyl-1,8-diaza-spiro[4.5]dec-3-en-2-one (compound P2.1) (35 mg, 0.111 mmol) and sodium hydrogen carbonate (23 mg, 0.274 mmol) in chloroform (5 ml) at −5° C. was added sulfuryl chloride (0.009 ml, 15.0 mg, 0.111 mmol) in chloroform (0.25 ml) dropwise. The reaction mixture was stirred at 0° C. for 30 minutes and at room temperature overnight, poured on saturated aqueous sodium carbonate, the layers separated, the water phase extracte... The reactants are ClC=1C=CC(=C(CN2C3=C(NCC2)N=CC(=C3)I)C1)C(F)(F)F (1-[5-Chloro-2-(trifluoromethyl)benzyl]-7-iodo-1,2,3,4-tetrahydro-pyrido[2,3-b]pyrazine), N1(CCNCC1)C1=NC=CC(=C1)B(O)O (2-(piperazin-1-yl)pyridine-4-boronic acid), pinacol ester. Product: ClC=1C=CC(=C(CN2C3=C(NCC2)N=CC(=C3)C3=CC(=NC=C3)N3CCNCC3)C1)C(F)(F)F (1-[5-Chloro-2-(trifluoromethyl)benzyl]-7-(2-piperazin-1-yl-pyridin-4-yl)-1,2,3,4-tetrahydro-pyrido[2,3-b]pyrazine). RXN SMILES: [Cl:1][C:2]1[CH:3]=[CH:4][C:5]([C:20]([F:23])([F:22])[F:21])=[C:6]([CH:19]=1)[CH2:7][N:8]1[CH2:13][CH2:12][NH:11][C:10]2[N:14]=[CH:15][C:16](I)=[CH:17][C:9]1=2.[N:24]1([C:30]2[CH:35]=[C:34](B(O)O)[CH:33]=[CH:32][N:31]=2)[CH2:29][CH2:28][NH:27][CH2:26][CH2:25]1>>[Cl:1][C:2]1[CH:3]=[CH:4][C:5]([C:20]([F:23])([F:22])[F:21])=[C:6]([CH:19]=1)[CH2:7][N:8]1[CH2:13][CH2:12][NH:11][C:10]2[N:14]=[CH:15][C:16]([C:34]3[CH:33]=[CH:32][N:31]=[C:30]([N:24]4[CH2:25][CH2:26][NH:27][CH2:28][CH2:29]4)[CH:35]=3)=[CH:17][C:9]1=2. Procedure: 1-[5-Chloro-2-(trifluoromethyl)benzyl]-7-iodo-1,2,3,4-tetrahydro-pyrido[2,3-b]pyrazine (293 mg) was reacted with 2-(piperazin-1-yl)pyridine-4-boronic acid, pinacol ester as in General Procedure 4B to give the title compound as an off-white solid. m.p.=189° C., LCMS: m/z=489.08 (M+H+), 1H-NMR (CDCl3, 400 MHz) δ 2.98 (4H, m), 3.49 (6H, m), 3.71 (2H, m), 4.61 (2H, s), 5.29 (1H, s), 5.34 (1H, bs), 6.55 (2H, m), 6.64 (1H, dd, J=5.2, 1.4 Hz), 7.36 (1H, d, J=8.1 Hz), 7.52 (1H, s), 7.64 (1H, d, J=8.3 Hz...